Task: describe an organic reaction: reactants, conditions, products, and yield. Dataset: the Open Reaction Database (ORD), a public repository of structured organic reaction records Reactants: COC([C@H](CC1=CC=C(C=C1)OC1=C(C(=NC=C1)C)C)NC(=O)[C@H]1NCC=2C=C3C(=CC2C1)OC[C@@H](O3)C3=CC=C(C=C3)OCC3=CC(=C(C=C3)Cl)Cl)=O ((S)-2-({(3S,8S)-3-[4-(3,4-dichloro-benzyloxy)-phenyl]-2,3,6,7,8,9-hexahydro-[1,4]dioxino[2,3-g]isoquinoline-8-carbonyl}-amino)-3-[4-(2,3-dimethyl-pyridin-4-yloxy)-phenyl]-propionic acid methyl ester), CC1=NOC(=C1)N (3-Methyl-isoxazol-5-ylamine), C1=CN(C=N1)C(=O)N2C=CN=C2 (CDI). Reagents/catalysts: CN(C)C=1C=CN=CC1 (DMAP). Solvent: ClCCCl (DCE), ClCCCl (DCE). Conditions: temperature 60 celsius, time 1 hour. Product: ClC=1C=C(COC2=CC=C(C=C2)[C@@H]2OC=3C(=CC=4C[C@H](N(CC4C3)C(NC3=CC(=NO3)C)=O)C(=O)N[C@H](C(=O)O)CC3=CC=C(C=C3)OC3=C(C(=NC=C3)C)C)OC2)C=CC1Cl ((S)-2-{[(3S,8S)-3-[4-(3,4-Dichloro-benzyloxy)-phenyl]-7-(3-methyl-isoxazol-5-ylcarbamoyl)-2,3,6,7,8,9-hexahydro-[1,4]dioxino[2,3-g]isoquinoline-8-carbonyl]-amino}-3-[4-(2,3-dimethyl-pyridin-4-yloxy)-phenyl]-propionic acid). RXN SMILES: [CH3:1][C:2]1[CH:6]=[C:5]([NH2:7])[O:4][N:3]=1.C1N=CN([C:13](N2C=NC=C2)=[O:14])C=1.C[O:21][C:22](=[O:73])[C@@H:23]([NH:40][C:41]([C@@H:43]1[CH2:52][C:51]2[CH:50]=[C:49]3[O:53][CH2:54][C@H:55]([C:57]4[CH:62]=[CH:61][C:60]([O:63][CH2:64][C:65]5[CH:70]=[CH:69][C:68]([Cl:71])=[C:67]([Cl:72])[CH:66]=5)=[CH:59][CH:58]=4)[O:56][C:48]3=[CH:47][C:46]=2[CH2:45][NH:44]1)=[O:42])[CH2:24][C:25]1[CH:30]=[CH:29][C:28]([O:31][C:32]2[CH:37]=[CH:36][N:35]=[C:34]([CH3:38])[C:33]=2[CH3:39])=[CH:27][CH:26]=1>CN(C1C=CN=CC=1)C.ClCCCl>[Cl:72][C:67]1[CH:66]=[C:65]([CH:70]=[CH:69][C:68]=1[Cl:71])[CH2:64][O:63][C:60]1[CH:61]=[CH:62][C:57]([C@H:55]2[CH2:54][O:53][C:49]3=[CH:50][C:51]4[CH2:52][C@@H:43]([C:41]([NH:40][C@@H:23]([CH2:24][C:25]5[CH:26]=[CH:27][C:28]([O:31][C:32]6[CH:37]=[CH:36][N:35]=[C:34]([CH3:38])[C:33]=6[CH3:39])=[CH:29][CH:30]=5)[C:22]([OH:21])=[O:73])=[O:42])[N:44]([C:13](=[O:14])[NH:7][C:5]5[O:4][N:3]=[C:2]([CH3:1])[CH:6]=5)[CH2:45][C:46]=4[CH:47]=[C:48]3[O:56]2)=[CH:58][CH:59]=1. Procedure details: 3-Methyl-isoxazol-5-ylamine was stirred at 60° C. with 1 eq CDI and a catalytic amount of DMAP in DCE for 1 hour, then cooled. A solution of (S)-2-({(3S,8S)-3-[4-(3,4-dichloro-benzyloxy)-phenyl]-2,3,6,7,8,9-hexahydro-[1,4]dioxino[2,3-g]isoquinoline-8-carbonyl}-amino)-3-[4-(2,3-dimethyl-pyridin-4-yloxy)-phenyl]-propionic acid methyl ester (1 eq) in DCE was added and stirred at 60° C. for 1 hour. The reaction mixture was cooled, then directly purified by flash chromatography The resulting compound...